This data is from the Open Reaction Database (ORD), a public repository of structured organic reaction records. The task is: describe an organic reaction: reactants, conditions, products, and yield Solvent: C(C)O (ethanol). Reported procedure: 0.14 g of 10% w/w palladium-on-charcoal and 1.569 g of ethyl 3-{1-[2-bis(4-fluorophenyl)methoxyethyl]-4-piperidyl}acrylate (prepared as described in Example 1) were added to 30 ml of ethanol, and the mixture was stirred in an atmosphere of hydrogen at room temperature for 30 minutes. At the end of this time, the catalyst was removed by filtration, and the filtrate was freed from the solvent by distillation under reduced pressure, to afford 1.46 g (93% yield) of the title compound as a yellow oil... RXN SMILES: [F:1][C:2]1[CH:7]=[CH:6][C:5]([CH:8]([C:25]2[CH:30]=[CH:29][C:28]([F:31])=[CH:27][CH:26]=2)[O:9][CH2:10][CH2:11][N:12]2[CH2:17][CH2:16][CH:15]([CH:18]=[CH:19][C:20]([O:22][CH2:23][CH3:24])=[O:21])[CH2:14][CH2:13]2)=[CH:4][CH:3]=1.[H][H]>[Pd].C(O)C>[F:31][C:28]1[CH:27]=[CH:26][C:25]([CH:8]([C:5]2[CH:6]=[CH:7][C:2]([F:1])=[CH:3][CH:4]=2)[O:9][CH2:10][CH2:11][N:12]2[CH2:17][CH2:16][CH:15]([CH2:18][CH2:19][C:20]([O:22][CH2:23][CH3:24])=[O:21])[CH2:14][CH2:13]2)=[CH:30][CH:29]=1. The reagents and catalysts are [Pd] (palladium-on-charcoal). The reactants are FC1=CC=C(C=C1)C(OCCN1CCC(CC1)C=CC(=O)OCC)C1=CC=C(C=C1)F (ethyl 3-{1-[2-bis(4-fluorophenyl)methoxyethyl]-4-piperidyl}acrylate), [H][H] (hydrogen). Isolated yield 92.6%. The product is FC1=CC=C(C=C1)C(OCCN1CCC(CC1)CCC(=O)OCC)C1=CC=C(C=C1)F (Ethyl 3-{1-[2-bis(4-fluorophenyl)methoxyethyl]-4-piperidyl}propionate). Reactants: OCCN(C1=CC(=C(C#N)C=C1)C(F)(F)F)CC(F)(F)F (4-[(2-hydroxyethyl)(2,2,2-trifluoroethyl)amino]-2-(trifluoromethyl)benzonitrile), CC(=O)C=1C=CC(=CC1)O (4-hydroxyacetophenone). Yields the product C(C)(=O)C1=CC=C(C=C1)OCCN(C1=CC(=C(C#N)C=C1)C(F)(F)F)CC(F)(F)F (4-[{2-[(4-Acetylphenyl)oxy]ethyl}(2,2,2-trifluoroethyl)amino]-2-(trifluoromethyl)benzonitrile). As a reaction SMILES: [OH:1][CH2:2][CH2:3][N:4]([CH2:17][C:18]([F:21])([F:20])[F:19])[C:5]1[CH:12]=[CH:11][C:8]([C:9]#[N:10])=[C:7]([C:13]([F:16])([F:15])[F:14])[CH:6]=1.[CH3:22][C:23]([C:25]1[CH:26]=[CH:27][C:28](O)=[CH:29][CH:30]=1)=[O:24]>>[C:23]([C:25]1[CH:26]=[CH:27][C:28]([O:1][CH2:2][CH2:3][N:4]([CH2:17][C:18]([F:19])([F:20])[F:21])[C:5]2[CH:12]=[CH:11][C:8]([C:9]#[N:10])=[C:7]([C:13]([F:15])([F:16])[F:14])[CH:6]=2)=[CH:29][CH:30]=1)(=[O:24])[CH3:22]. Procedure: Synthesized as described in Example 1C using 4-[(2-hydroxyethyl)(2,2,2-trifluoroethyl)amino]-2-(trifluoromethyl)benzonitrile and 4-hydroxyacetophenone: MS (APCI) m/z 431 (M+1). Reactants: [OH-].[Na+] (NaOH), N1=C(C=CC2=CC=CC=C12)COC1=CC=C(CC=2C=C(C(=O)OC)C=CC2)C=C1 (Methyl 3-(4-(2-quinolinylmethyloxy)benzyl)benzoate). The solvent is C(C)O (ethanol). The product is N1=C(C=CC2=CC=CC=C12)COC1=CC=C(CC=2C=C(C(=O)O)C=CC2)C=C1 (3-(4-(2-quinolinylmethyloxy)benzyl)benzoic acid). As a reaction SMILES: [N:1]1[C:10]2[C:5](=[CH:6][CH:7]=[CH:8][CH:9]=2)[CH:4]=[CH:3][C:2]=1[CH2:11][O:12][C:13]1[CH:29]=[CH:28][C:16]([CH2:17][C:18]2[CH:19]=[C:20]([CH:25]=[CH:26][CH:27]=2)[C:21]([O:23]C)=[O:22])=[CH:15][CH:14]=1.[OH-].[Na+]>C(O)C>[N:1]1[C:10]2[C:5](=[CH:6][CH:7]=[CH:8][CH:9]=2)[CH:4]=[CH:3][C:2]=1[CH2:11][O:12][C:13]1[CH:29]=[CH:28][C:16]([CH2:17][C:18]2[CH:19]=[C:20]([CH:25]=[CH:26][CH:27]=2)[C:21]([OH:23])=[O:22])=[CH:15][CH:14]=1 |f:1.2|. Reported procedure: Methyl 3-(4-(2-quinolinylmethyloxy)benzyl)benzoate (0.05 mol) is heated at reflux in a 9:1 mixture of ethanol and 0.5 N aqueous NaOH (450 ml). After several hours the clear reaction is evaporated. The solid residue is takenup in water and acidified. The resulting crystalline product is isolated byfiltration and dried by suction with a rubber dam to obtain 3-(4-(2-quinolinylmethyloxy)benzyl)benzoic acid. Starting materials: [Br-].C1(=CC=CC=C1)CC[P+](C1=CC=CC=C1)(C1=CC=CC=C1)C1=CC=CC=C1 (phenylethyl triphenylphosphonium bromide), C(CCC)[Li] (butyllithium), C1(CCCCCCCCCCC1)C=O (cyclododecane carboxaldehyde). The solvent is CCOCC (ether). Run at temperature 0 celsius, time 1 hour. Yields the product C1(=CC=CC=C1)CC=CC1CCCCCCCCCCC1 (1-(3-phenyl-1-propenyl)cyclododecane). Yield: 88.2%. Reaction SMILES: [Br-].[C:2]1([CH2:8][CH2:9][P+](C2C=CC=CC=2)(C2C=CC=CC=2)C2C=CC=CC=2)[CH:7]=[CH:6][CH:5]=[CH:4][CH:3]=1.C([Li])CCC.[CH:34]1([CH:46]=O)[CH2:45][CH2:44][CH2:43][CH2:42][CH2:41][CH2:40][CH2:39][CH2:38][CH2:37][CH2:36][CH2:35]1>CCOCC>[C:2]1([CH2:8][CH:9]=[CH:46][CH:34]2[CH2:35][CH2:36][CH2:37][CH2:38][CH2:39][CH2:40][CH2:41][CH2:42][CH2:43][CH2:44][CH2:45]2)[CH:3]=[CH:4][CH:5]=[CH:6][CH:7]=1 |f:0.1|. Reported procedure: To 11.4 g (25.5 mmol) of phenylethyl triphenylphosphonium bromide in 50 mL of dry ether at 0° C. is added 10.2 mL (25.5 mmol) of 2.5M butyllithium. The suspension is stirred at 0° C. for 1 hour followed by the addition of 5.0 g (25.5 mmol) of cyclododecane carboxaldehyde. The mixture is stirred at room temperature for 3 hours after which time no starting material is evident by TLC. The reaction mixture is quenched with 1N HCl. The layers are separated and the aqueous layer is washed twice with e... Reaction SMILES: [CH3:1][CH:2]([C:3](=[O:4])[OH:5])[CH2:6][c:7]1[cH:8][cH:9][c:10]([O:13][CH3:14])[cH:11][cH:12]1.[OH2:15]>>[CH3:1][CH:2]1[C:3](=[O:5])[c:12]2[c:7]([cH:8][cH:9][c:10]([O:13][CH3:14])[cH:11]2)[CH2:6]1. Starting materials: COc1ccc(CC(C)C(=O)O)cc1, O. Yields the product COc1ccc2c(c1)C(=O)C(C)C2.